This data is from the Open Reaction Database (ORD), a public repository of structured organic reaction records. The task is: describe an organic reaction: reactants, conditions, products, and yield Starting materials: O (water), BrC(C[C@@H]1CC[C@H](CC1)C1=CC=C(C#N)C=C1)C(CC)Br (p-[trans-4-(2,3-dibromopentyl)cyclohexyl]benzonitrile). The reagents and catalysts are [Zn] (zinc). Run in C(C)(=O)O (acetic acid). Conditions: time 1 hour. Yields the product residue, C(=C\CCC)/[C@@H]1CC[C@H](CC1)C1=CC=C(C#N)C=C1 (p-[trans-4-(2E-pentenyl)cyclohexyl]benzonitrile), C(=C/CCC)/[C@@H]1CC[C@H](CC1)C1=CC=C(C#N)C=C1 (p-[trans-4-(2Z-pentenyl)cyclohexyl]benzonitrile). Isolated yield 14.0%. RXN SMILES: Br[CH:2]([CH:18](Br)[CH2:19][CH3:20])[CH2:3][C@H:4]1[CH2:9][CH2:8][C@H:7]([C:10]2[CH:17]=[CH:16][C:13]([C:14]#[N:15])=[CH:12][CH:11]=2)[CH2:6][CH2:5]1.O>C(O)(=O)C.[Zn]>[CH:3](/[C@H:4]1[CH2:5][CH2:6][C@H:7]([C:10]2[CH:17]=[CH:16][C:13]([C:14]#[N:15])=[CH:12][CH:11]=2)[CH2:8][CH2:9]1)=[CH:2]\[CH2:18][CH2:19][CH3:20].[CH:3](/[C@H:4]1[CH2:5][CH2:6][C@H:7]([C:10]2[CH:17]=[CH:16][C:13]([C:14]#[N:15])=[CH:12][CH:11]=2)[CH2:8][CH2:9]1)=[CH:2]/[CH2:18][CH2:19][CH3:20]. Procedure details: A solution of 1.98 g of p-[trans-4-(2,3-dibromopentyl)cyclohexyl]benzonitrile (erythro/threo 66.6:32.8) in 30 ml of glacial acetic acid was treated at room temperature with 2.0 g of zinc powder while gassing with argon and the suspension was stirred at room temperature for 1 hour. The reaction mixture was subsequently poured into 100 ml of water and extracted three times with 100 ml of petroleum ether each time. The organic phases were washed twice with 100 ml of water each time, dried over magn... Reactants: CN[C@@H]1CC[C@H](CC1)C1=CC2=C(NC(O2)=O)C=C1 (6-[trans-4-(methylamino)cyclohexyl]-3H-benzoxazol-2-one), C(=O)(O)[O-].[Na+] (NaHCO3), [BH-](OC(=O)C)(OC(=O)C)OC(=O)C.[Na+] (NaBH(OAc)3), [OH-].[Na+] (NaOH), C(C)(C)C1=CC=C(C=C1)CCC=O (3-(4-isopropylphenyl)propionaldehyde). Run in CO (MeOH), C(Cl)Cl (CH2Cl2). Run at time 10 minute. Product: C(C)(C)C1=CC=C(C=C1)CCCN([C@@H]1CC[C@H](CC1)C1=CC2=C(NC(O2)=O)C=C1)C (6-(trans-4-{[3-(4-isopropylphenyl)-propyl]methylamino}cyclohexyl)-3H-benzoxazol-2-one). Isolated yield 52.7%. As a reaction SMILES: [CH3:1][NH:2][C@H:3]1[CH2:8][CH2:7][C@H:6]([C:9]2[CH:18]=[CH:17][C:12]3[NH:13][C:14](=[O:16])[O:15][C:11]=3[CH:10]=2)[CH2:5][CH2:4]1.C([O-])(O)=O.[Na+].[CH:24]([C:27]1[CH:32]=[CH:31][C:30]([CH2:33][CH2:34][CH:35]=O)=[CH:29][CH:28]=1)([CH3:26])[CH3:25].[BH-](OC(C)=O)(OC(C)=O)OC(C)=O.[Na+].[OH-].[Na+]>CO.C(Cl)Cl>[CH:24]([C:27]1[CH:28]=[CH:29][C:30]([CH2:33][CH2:34][CH2:35][N:2]([CH3:1])[C@H:3]2[CH2:4][CH2:5][C@H:6]([C:9]3[CH:18]=[CH:17][C:12]4[NH:13][C:14](=[O:16])[O:15][C:11]=4[CH:10]=3)[CH2:7][CH2:8]2)=[CH:31][CH:32]=1)([CH3:25])[CH3:26] |f:1.2,4.5,6.7|. Reported procedure: To a solution of amine 15 (670 mg, 2.40 mmol) in 1:1 CH2Cl2:MeOH (30 mL) was added solid NaHCO3 (200 mg, 2.40 mmol) and, after 10 minutes, 3-(4-isopropylphenyl)propionaldehyde (420 mg, 2.40 mmol). After stirring for 5 minutes, NaBH(OAc)3 (760 mg, 3.60 mmol) was added, and the mixture was stirred at room temperature for 12 hours. The reaction mixture was brought to pH 8 with solid NaOH and concentrated under reduced pressure. Purification by flash chromatography (silica, 95:5 CH2Cl2:MeOH followed... Product: OC1CCC2(CC1)CCC(CCc1ccoc1)CC2. Starting materials: CCO, OC1CCC2(CC1)CCC(C=Cc1ccoc1)CC2. As a reaction SMILES: [CH3:20][CH2:21][OH:22].[OH:1][CH:2]1[CH2:3][CH2:4][C:5]2([CH2:6][CH2:7][CH:8]([CH:11]=[CH:12][c:13]3[cH:14][o:15][cH:16][cH:17]3)[CH2:9][CH2:10]2)[CH2:18][CH2:19]1>>[OH:1][CH:2]1[CH2:3][CH2:4][C:5]2([CH2:6][CH2:7][CH:8]([CH2:11][CH2:12][c:13]3[cH:14][o:15][cH:16][cH:17]3)[CH2:9][CH2:10]2)[CH2:18][CH2:19]1. Reactants: COC(=O)COc1cc(C)cc2nc(C)c(Cc3ccc(Cl)cc3)c(C)c12, CC#N, [Li+], C1CCOC1, [OH-]. Yields the product Cc1cc(OCC(=O)O)c2c(C)c(Cc3ccc(Cl)cc3)c(C)nc2c1. Reaction SMILES: [CH3:1][O:2][C:3]([CH2:4][O:5][c:6]1[c:7]2[c:8]([CH3:26])[c:9]([CH2:18][c:19]3[cH:20][cH:21][c:22]([Cl:25])[cH:23][cH:24]3)[c:10]([CH3:17])[n:11][c:12]2[cH:13][c:14]([CH3:16])[cH:15]1)=[O:27].[CH3:28][C:29]#[N:30].[Li+:31].[O:33]1[CH2:34][CH2:35][CH2:36][CH2:37]1.[OH-:32]>>[O:2]=[C:3]([CH2:4][O:5][c:6]1[c:7]2[c:8]([CH3:26])[c:9]([CH2:18][c:19]3[cH:20][cH:21][c:22]([Cl:25])[cH:23][cH:24]3)[c:10]([CH3:17])[n:11][c:12]2[cH:13][c:14]([CH3:16])[cH:15]1)[OH:27]. The reactants are Cl (hydrochloride), NC1=C(C=C(C=C1C#N)C(CNC1CC1)=O)Cl (4'-amino-3'-chloro-5'-cyano-2-cyclopropylamino-acetophenone). Yields the product NC1=C(C=C(C=C1C#N)C(CNC1CC1)O)Cl (1-(4'-Amino-3'-chloro-5'-cyano-phenyl)-2-cyclopropylamino-ethanol). As a reaction SMILES: Cl.[NH2:2][C:3]1[C:8]([C:9]#[N:10])=[CH:7][C:6]([C:11](=[O:17])[CH2:12][NH:13][CH:14]2[CH2:16][CH2:15]2)=[CH:5][C:4]=1[Cl:18]>>[NH2:2][C:3]1[C:8]([C:9]#[N:10])=[CH:7][C:6]([CH:11]([OH:17])[CH2:12][NH:13][CH:14]2[CH2:15][CH2:16]2)=[CH:5][C:4]=1[Cl:18]. Reported procedure: m.p. of the hydrochloride: 175°-177° C., was prepared from 4'-amino-3'-chloro-5'-cyano-2-cyclopropylamino-acetophenone analogous to Example 48. Reactants: CC1N(CC1OC1=CC(=CC=C1)C(F)(F)F)C(=O)Cl (2-methyl-3-[3-(trifluoromethyl)phenoxy]-1-azetidinecarbonyl chloride), C([O-])([O-])=O.[K+].[K+] (potassium carbonate), C(C=C)N (2-propenylamine). The solvent is O1CCCC1 (tetrahydrofuran), O (water). Conditions: time 15 minute. The product is C[C@@H]1N(C[C@@H]1OC1=CC(=CC=C1)C(F)(F)F)C(=O)NCC=C (Cis-2-methyl-N-(2-propenyl)-3-[3-(trifluoromethyl)phenoxy]-1-azetidinecarboxamide). The yield is 67.8%. Reaction SMILES: [CH3:1][CH:2]1[CH:5]([O:6][C:7]2[CH:12]=[CH:11][CH:10]=[C:9]([C:13]([F:16])([F:15])[F:14])[CH:8]=2)[CH2:4][N:3]1[C:17](Cl)=[O:18].C(=O)([O-])[O-].[K+].[K+].[CH2:26]([NH2:29])[CH:27]=[CH2:28]>O1CCCC1.O>[CH3:1][C@H:2]1[C@@H:5]([O:6][C:7]2[CH:12]=[CH:11][CH:10]=[C:9]([C:13]([F:16])([F:15])[F:14])[CH:8]=2)[CH2:4][N:3]1[C:17]([NH:29][CH2:26][CH:27]=[CH2:28])=[O:18] |f:1.2.3|. Reported procedure: A stirred mixture of 4.02 g (0.01 mole) of crude (73%) 2-methyl-3-[3-(trifluoromethyl)phenoxy]-1-azetidinecarbonyl chloride cis isomer and 1.4 g (0.01 mole) of potassium carbonate in 20 ml of tetrahydrofuran was treated with 0.57 g (0.01 mole) of 2-propenylamine. After stirring for 15 minutes, a small piece of ice was added and stirring continued for 3 hr. The reaction mixture was diluted with water and the oil which separated was extracted with methylene chloride (2×50 ml). The combined extract...